From a dataset of the Open Reaction Database (ORD), a public repository of structured organic reaction records. describe an organic reaction: reactants, conditions, products, and yield The reactants are C(C1=CC=CC=C1)OCCC(C)=O (4-benzyloxy-2-butanone), NCC(O)C1=CC(=C(C=C1)O)S(=O)C (2-amino-1-(4-hydroxy-3-methylsulfinylphenyl)ethanol), C(#N)[BH3-].[Na+] (sodium cyanoborohydride). The solvent is CO (methanol). Reaction conditions: time 16 hour. Product: C(C1=CC=CC=C1)OCCC(C)NCC(O)C1=CC(=C(C=C1)O)S(=O)C (2-(4-Benzyloxy-2-Butylamino)-1-(4-Hydroxy-3-Methylsulfinylphenyl)Ethanol). RXN SMILES: [CH2:1]([O:8][CH2:9][CH2:10][C:11](=O)[CH3:12])[C:2]1[CH:7]=[CH:6][CH:5]=[CH:4][CH:3]=1.[NH2:14][CH2:15][CH:16]([C:18]1[CH:23]=[CH:22][C:21]([OH:24])=[C:20]([S:25]([CH3:27])=[O:26])[CH:19]=1)[OH:17].C([BH3-])#N.[Na+]>CO>[CH2:1]([O:8][CH2:9][CH2:10][CH:11]([NH:14][CH2:15][CH:16]([C:18]1[CH:23]=[CH:22][C:21]([OH:24])=[C:20]([S:25]([CH3:27])=[O:26])[CH:19]=1)[OH:17])[CH3:12])[C:2]1[CH:7]=[CH:6][CH:5]=[CH:4][CH:3]=1 |f:2.3|. Reported procedure: Combine 4-benzyloxy-2-butanone (1.78 g, 10 mmol) with 2-amino-1-(4-hydroxy-3-methylsulfinylphenyl)ethanol (10 mmol) in methanol (50 ml) and add sodium cyanoborohydride (0.63 g, 10 mmol). Let stand 16 hours, concentrate the solution and purify the crude product by chromatography on silica gel using chloroform: methanol: ammonium hydroxide (70:27:3) as eluent to obtain the title compound. Starting materials: Cl.CN (methylamine hydrochloride), CN1CCOCC1 (4-methylmorpholine), FC1=CC=C(CN2C(N(CC2)C=2C=C(C(=O)O)C=CN2)=O)C=C1 (2-(3-(4-fluorobenzyl)-2-oxoimidazolidin-1-yl)isonicotinic acid), CN1CCOCC1 (4-methylmorpholine), ClC(=O)OCC(C)C (isobutyl chloroformate). Solvent: O1CCCC1 (tetrahydrofuran). Run at time 3 hour. Product: FC1=CC=C(CN2C(N(CC2)C=2C=C(C(=O)NC)C=CN2)=O)C=C1 (2-(3-(4-fluorobenzyl)-2-oxoimidazolidin-1-yl)-N-methylisonicotinamide). Yield: 43.5%. As a reaction SMILES: [F:1][C:2]1[CH:23]=[CH:22][C:5]([CH2:6][N:7]2[CH2:11][CH2:10][N:9]([C:12]3[CH:13]=[C:14]([CH:18]=[CH:19][N:20]=3)[C:15]([OH:17])=O)[C:8]2=[O:21])=[CH:4][CH:3]=1.[CH3:24][N:25]1CCOCC1.ClC(OCC(C)C)=O.Cl.CN>O1CCCC1>[F:1][C:2]1[CH:23]=[CH:22][C:5]([CH2:6][N:7]2[CH2:11][CH2:10][N:9]([C:12]3[CH:13]=[C:14]([CH:18]=[CH:19][N:20]=3)[C:15]([NH:25][CH3:24])=[O:17])[C:8]2=[O:21])=[CH:4][CH:3]=1 |f:3.4|. Reported procedure: To a solution of 2-(3-(4-fluorobenzyl)-2-oxoimidazolidin-1-yl)isonicotinic acid (0.18 g, 0.56 mmol) and 4-methylmorpholine (0.12 g, 1.18 mmol) in anhydrous tetrahydrofuran (15 mL) was added isobutyl chloroformate (0.10 g, 0.69 mmol) at 0° C. The resulting solution was stirred at ambient temperature for 3 hours, followed by the addition of methylamine hydrochloride (0.08 g, 1.12 mmol) and 4-methylmorpholine (0.06 g, 0.56 mmol) at 0° C. The reaction mixture was stirred for 17 hours and concentrate... Starting materials: CCOc1cc(C(F)(F)F)ccc1-c1cc(C(F)(F)F)nc(-c2cccc(Br)c2)n1, CC(C)(C)NS(=O)(=O)c1ccc(B2OC(C)(C)C(C)(C)O2)s1. Yields the product CCOc1cc(C(F)(F)F)ccc1-c1cc(C(F)(F)F)nc(-c2cccc(-c3ccc(S(=O)(=O)NC(C)(C)C)s3)c2)n1. As a reaction SMILES: [Br:1][c:2]1[cH:3][c:4](-[c:8]2[n:9][c:10]([C:27]([F:28])([F:29])[F:30])[cH:11][c:12](-[c:14]3[c:15]([O:24][CH2:25][CH3:26])[cH:16][c:17]([C:20]([F:21])([F:22])[F:23])[cH:18][cH:19]3)[n:13]2)[cH:5][cH:6][cH:7]1.[C:31]([CH3:32])([CH3:33])([CH3:34])[NH:35][S:36](=[O:37])(=[O:38])[c:39]1[s:40][c:41]([B:44]2[O:45][C:46]([CH3:47])([CH3:48])[C:49]([CH3:50])([CH3:51])[O:52]2)[cH:42][cH:43]1>>[c:2]1(-[c:41]2[s:40][c:39]([S:36]([NH:35][C:31]([CH3:32])([CH3:33])[CH3:34])(=[O:37])=[O:38])[cH:43][cH:42]2)[cH:3][c:4](-[c:8]2[n:9][c:10]([C:27]([F:28])([F:29])[F:30])[cH:11][c:12](-[c:14]3[c:15]([O:24][CH2:25][CH3:26])[cH:16][c:17]([C:20]([F:21])([F:22])[F:23])[cH:18][cH:19]3)[n:13]2)[cH:5][cH:6][cH:7]1. Reactants: FC=1C=C(C=CC1)C#CC1=CC=C2C(N3C(=NC2=C1)CCC(CC3)=O)=O (3-((3-fluorophenyl)ethynyl)-6,7,9,10-tetrahydroazepino[2,1-b]quinazoline-8,12-dione), Cl.NO (hydroxylamine hydrochloride), C(=O)([O-])[O-].[Na+].[Na+] (Na2CO3). The solvent is CO (MeOH), O (water), O (water). Run at time 8 hour. Yields the product FC=1C=C(C=CC1)C#CC1=CC=C2C(N3C(=NC2=C1)CCC(CC3)=NO)=O (3-((3-fluorophenyl)ethynyl)-8-(hydroxyimino)-7,8,9,10-tetrahydroazepino[2,1-b]quinazolin-12(6H)-one). RXN SMILES: [F:1][C:2]1[CH:3]=[C:4]([C:8]#[C:9][C:10]2[CH:19]=[C:18]3[C:13]([C:14](=[O:26])[N:15]4[CH2:24][CH2:23][C:22](=O)[CH2:21][CH2:20][C:16]4=[N:17]3)=[CH:12][CH:11]=2)[CH:5]=[CH:6][CH:7]=1.Cl.[NH2:28][OH:29].C([O-])([O-])=O.[Na+].[Na+]>CO.O>[F:1][C:2]1[CH:3]=[C:4]([C:8]#[C:9][C:10]2[CH:19]=[C:18]3[C:13]([C:14](=[O:26])[N:15]4[CH2:24][CH2:23][C:22](=[N:28][OH:29])[CH2:21][CH2:20][C:16]4=[N:17]3)=[CH:12][CH:11]=2)[CH:5]=[CH:6][CH:7]=1 |f:1.2,3.4.5|. Procedure: 3-((3-fluorophenyl)ethynyl)-6,7,9,10-tetrahydroazepino[2,1-b]quinazoline-8,12-dione (0.1, 0.29 mmol, 1 equiv) was combined with hydroxylamine hydrochloride (40 mg, 0.58 mmol, 2 equiv) and aqueous Na2CO3 (0.5 mL) in a mixture of MeOH (10 mL) and water (1 mL). The mixture was stirred overnight. Then the reaction mixture was diluted with water and extracted with ethyl acetate (3×20 mL). The combined organic layers were dried over Na2SO4 and concentrated under reduced pressure to give the desired pr...